From a dataset of the Open Reaction Database (ORD), a public repository of structured organic reaction records. describe an organic reaction: reactants, conditions, products, and yield Reaction SMILES: [CH2:1]([c:2]1[cH:3][cH:4][cH:5][cH:6][cH:7]1)[n:8]1[c:9]2[c:10]([c:11]([C:19]3=[CH:20][CH2:21][CH2:22][CH2:23][CH2:24]3)[c:12]1-[c:13]1[cH:14][cH:15][cH:16][cH:17][cH:18]1)[cH:25][c:26]([C:28](=[O:29])[O:30][CH3:31])[s:27]2.[CH2:32]([SiH:33]([CH2:34][CH3:35])[CH2:36][CH3:37])[CH3:38].[F:39][C:40]([F:41])([F:42])[C:43]([OH:44])=[O:45]>>[CH2:1]([c:2]1[cH:3][cH:4][cH:5][cH:6][cH:7]1)[n:8]1[c:9]2[c:10]([c:11]([CH:19]3[CH2:20][CH2:21][CH2:22][CH2:23][CH2:24]3)[c:12]1-[c:13]1[cH:14][cH:15][cH:16][cH:17][cH:18]1)[cH:25][c:26]([C:28](=[O:29])[O:30][CH3:31])[s:27]2. Reactants: COC(=O)c1cc2c(C3=CCCCC3)c(-c3ccccc3)n(Cc3ccccc3)c2s1, CC[SiH](CC)CC, O=C(O)C(F)(F)F. Yields the product COC(=O)c1cc2c(C3CCCCC3)c(-c3ccccc3)n(Cc3ccccc3)c2s1.